Task: describe an organic reaction: reactants, conditions, products, and yield. Dataset: the Open Reaction Database (ORD), a public repository of structured organic reaction records Reactants: [Br-], O=Cc1ccccc1OCc1ccccc1, C1CCOC1, CSc1ccc([Mg+])cc1, [Cl-], [NH4+]. Product: CSc1ccc(C(O)c2ccccc2OCc2ccccc2)cc1. As a reaction SMILES: [Br-:1].[CH2:11]([c:12]1[cH:13][cH:14][cH:15][cH:16][cH:17]1)[O:18][c:19]1[c:20]([CH:21]=[O:22])[cH:23][cH:24][cH:25][cH:26]1.[CH2:29]1[O:30][CH2:31][CH2:32][CH2:33]1.[CH3:2][S:3][c:4]1[cH:5][cH:6][c:7]([Mg+:10])[cH:8][cH:9]1.[Cl-:27].[NH4+:28]>>[CH3:2][S:3][c:4]1[cH:5][cH:6][c:7]([CH:21]([c:20]2[c:19]([O:18][CH2:11][c:12]3[cH:13][cH:14][cH:15][cH:16][cH:17]3)[cH:26][cH:25][cH:24][cH:23]2)[OH:22])[cH:8][cH:9]1.